From a dataset of the Open Reaction Database (ORD), a public repository of structured organic reaction records. describe an organic reaction: reactants, conditions, products, and yield Reactants: O (water), I.ClC1=CC=C(C=C1)CC(SC)=N (methyl 4-chlorophenyl(thioacetimidate)hydriodide), 2-3'-methylphenoxypropylamine, C1(=CC=C(C=C1)S(=O)(=O)[O-])C.[Na+] (sodium p-toluenesulphonate). Run in CCOCC (ether). Yields the product C1(=CC=C(C=C1)S(=O)(=O)O)C.CC=1C=C(OC(CNC(CC2=CC=C(C=C2)Cl)=N)C)C=CC1 (N-(2-3'-methylphenoxypropyl)-4-chlorophenylacetamidine p-toluenesulphonate). As a reaction SMILES: I.[Cl:2][C:3]1[CH:8]=[CH:7][C:6]([CH2:9][C:10](=[NH:13])SC)=[CH:5][CH:4]=1.[C:14]1([CH3:24])[CH:19]=[CH:18][C:17]([S:20]([O-:23])(=[O:22])=[O:21])=[CH:16][CH:15]=1.[Na+].[OH2:26]>CCOCC>[C:14]1([CH3:24])[CH:15]=[CH:16][C:17]([S:20]([OH:23])(=[O:21])=[O:22])=[CH:18][CH:19]=1.[CH3:24][C:14]1[CH:19]=[C:18]([CH:17]=[CH:16][CH:15]=1)[O:26][CH:9]([CH3:6])[CH2:10][NH:13][C:10](=[NH:13])[CH2:9][C:6]1[CH:7]=[CH:8][C:3]([Cl:2])=[CH:4][CH:5]=1 |f:0.1,2.3,6.7|. Procedure: The reaction between methyl 4-chlorophenyl(thioacetimidate)hydriodide (3.7 g.) and 2-3'-methylphenoxypropylamine (1.7 g.) was carried out as in Example 78, except that the reaction solution was diluted, not with ether, but with 2N-aqueous sodium p-toluenesulphonate (5.5 ml.) followed by water. The resulting crystalline product was recrystallised from a mixture of ethanol and ether, and then from a mixture of acetone and water, to give N-(2-3'-methylphenoxypropyl)-4-chlorophenylacetamidine p-tolu... Reactants: CC(C)N1CCN(Cc2ccc(N)cc2C(F)(F)F)CC1, O=C(O)Cc1ccc(-n2cnc3cccnc32)cc1Cl. The product is CC(C)N1CCN(Cc2ccc(NC(=O)Cc3ccc(-n4cnc5cccnc54)cc3Cl)cc2C(F)(F)F)CC1. Reaction SMILES: [CH:21]([CH3:22])([CH3:23])[N:24]1[CH2:25][CH2:26][N:27]([CH2:30][c:31]2[c:32]([C:38]([F:39])([F:40])[F:41])[cH:33][c:34]([NH2:37])[cH:35][cH:36]2)[CH2:28][CH2:29]1.[Cl:1][c:2]1[c:3]([CH2:17][C:18](=[O:19])[OH:20])[cH:4][cH:5][c:6](-[n:8]2[cH:9][n:10][c:11]3[c:12]2[n:13][cH:14][cH:15][cH:16]3)[cH:7]1>>[Cl:1][c:2]1[c:3]([CH2:17][C:18](=[O:20])[NH:37][c:34]2[cH:33][c:32]([C:38]([F:39])([F:40])[F:41])[c:31]([CH2:30][N:27]3[CH2:26][CH2:25][N:24]([CH:21]([CH3:22])[CH3:23])[CH2:29][CH2:28]3)[cH:36][cH:35]2)[cH:4][cH:5][c:6](-[n:8]2[cH:9][n:10][c:11]3[c:12]2[n:13][cH:14][cH:15][cH:16]3)[cH:7]1. Reactants: product, COC(C1=CC(=C(C=C1)SC1=CC=C(C=C1)OC)N)=O (3-Amino-4-(4-methoxy-phenylsulfanyl)-benzoic acid methyl ester), C(#N)C=1C(=NC(=CC1)C)N=CN(C)C (N′-(3-Cyano-6-methyl-pyridin-2-yl)-N,N-dimethyl-formamidine), C(#N)C=1C(=NC(=CC1)C)N=CN(C)C (N′-(3-Cyano-6-methyl-pyridin-2-yl)-N,N-dimethyl-formamidine). Yields the product COC(C1=CC(=C(C=C1)SC1=CC=C(C=C1)OC)NC=1C2=C(N=CN1)N=C(C=C2)C)=O (4-(4-Methoxy-phenylsulfanyl)-3-(7-methyl-pyrido[2,3-d]pyrimidin-4-ylamino)-benzoic acid methyl ester). Yield: 44.8%. RXN SMILES: [CH3:1][O:2][C:3](=[O:20])[C:4]1[CH:9]=[CH:8][C:7]([S:10][C:11]2[CH:16]=[CH:15][C:14]([O:17][CH3:18])=[CH:13][CH:12]=2)=[C:6]([NH2:19])[CH:5]=1.C([C:23]1[C:24]([N:30]=[CH:31][N:32]([CH3:34])C)=[N:25][C:26]([CH3:29])=[CH:27][CH:28]=1)#N>>[CH3:1][O:2][C:3](=[O:20])[C:4]1[CH:9]=[CH:8][C:7]([S:10][C:11]2[CH:16]=[CH:15][C:14]([O:17][CH3:18])=[CH:13][CH:12]=2)=[C:6]([NH:19][C:34]2[C:23]3[CH:28]=[CH:27][C:26]([CH3:29])=[N:25][C:24]=3[N:30]=[CH:31][N:32]=2)[CH:5]=1. Procedure details: The product from Example 136B (2.67 g, 9.23 mmol) and the product from Example 9B (1.72 g, 9.23 mmol) were reacted according to the procedure from Example 136C substituting the product from Example 9B for the product from Example 8E to give a residue which was purified by silica gel chromatography using 4% methanol in dichloromethane as eluent to provide the title compound as a white solid (1.79 g, 45%). The yield is 100.4%. Run in O (water), C1(=CC=CC=C1)C (toluene), O (water). RXN SMILES: Cl[C:2]1[C:14]2[C:13]3[C:8](=[CH:9][CH:10]=[CH:11][CH:12]=3)[C@@:7]([C:16]([F:19])([F:18])[F:17])([OH:15])[C:6]=2[CH:5]=[C:4]([O:20][CH2:21][CH2:22][C:23]([OH:26])([CH3:25])[CH3:24])[CH:3]=1.[CH3:27][C:28]([N:35]1[CH:39]=[C:38](B2OC(C)(C)C(C)(C)O2)[CH:37]=[N:36]1)([CH3:34])[C:29]([O:31][CH2:32][CH3:33])=[O:30].P([O-])([O-])([O-])=O.[K+].[K+].[K+].C1(P(C2CCCCC2)C2C=CC=CC=2C2C(OC)=CC=CC=2OC)CCCCC1>C1(C)C=CC=CC=1.C([O-])(=O)C.[Pd+2].C([O-])(=O)C.O>[OH:15][C@@:7]1([C:16]([F:18])([F:19])[F:17])[C:6]2[CH:5]=[C:4]([O:20][CH2:21][CH2:22][C:23]([OH:26])([CH3:24])[CH3:25])[CH:3]=[C:2]([C:38]3[CH:37]=[N:36][N:35]([C:28]([CH3:27])([CH3:34])[C:29]([O:31][CH2:32][CH3:33])=[O:30])[CH:39]=3)[C:14]=2[C:13]2[C:8]1=[CH:9][CH:10]=[CH:11][CH:12]=2 |f:2.3.4.5,8.9.10|. Product: O[C@@]1(C2=CC=CC=C2C=2C(=CC(=CC12)OCCC(C)(C)O)C=1C=NN(C1)C(C(=O)OCC)(C)C)C(F)(F)F (Ethyl 2-{4-[(9R)-9-hydroxy-2-(3-hydroxy-3-methylbutyloxy)-9-(trifluoromethyl)-9H-fluoren-4-yl]-1H-pyrazol-1-yl}-2-methylpropionate). Conditions: temperature 100 celsius, time 3.5 hour. Procedure: Under an argon atmosphere, (9R)-4-chloro-2-(3-hydroxy-3-methylbutyloxy)-9-(trifluoromethyl)-9H-fluoren-9-ol (49.5 g) was dissolved in toluene (445 ml), ethyl 2-methyl-2-[4-(4,4,5,5-tetramethyl[1,3,2]dioxaborolan-2-yl)-1H-pyrazol-1-yl]propionate (59.2 g), water (149 ml), tripotassium phosphate (54.3 g), palladium acetate (2.9 g) and 2-dicyclohexylphosphino-2′,6′-dimethoxybiphenyl (SPhos) (10.5 g) were added, and the mixture was stirred at an oil bath temperature of 100° C. for 3.5 hr. The reactio... Reagents/catalysts: C(C)(=O)[O-].[Pd+2].C(C)(=O)[O-] (palladium acetate). The reactants are ClC1=CC(=CC=2[C@@](C3=CC=CC=C3C12)(O)C(F)(F)F)OCCC(C)(C)O ((9R)-4-chloro-2-(3-hydroxy-3-methylbutyloxy)-9-(trifluoromethyl)-9H-fluoren-9-ol), CC(C(=O)OCC)(C)N1N=CC(=C1)B1OC(C(O1)(C)C)(C)C (ethyl 2-methyl-2-[4-(4,4,5,5-tetramethyl[1,3,2]dioxaborolan-2-yl)-1H-pyrazol-1-yl]propionate), P(=O)([O-])([O-])[O-].[K+].[K+].[K+] (tripotassium phosphate), C1(CCCCC1)P(C1=C(C=CC=C1)C1=C(C=CC=C1OC)OC)C1CCCCC1 (2-dicyclohexylphosphino-2′,6′-dimethoxybiphenyl). The reactants are ClC1=CC=2C(=NN(N2)C=2C=C(CCC(=O)O)C=C(C2O)C(C)(C)C)C=C1 (3-(5-Chlorobenzotriazol-2-yl)-5-tert-butyl-4-hydroxyhydrocinnamic acid), CON1C(CC(CC1(C)C)O)(C)C (1-methoxy-2,2,6,6-tetramethyl-4-hydroxypiperidine). Product: ClC1=CC=2C(=NN(N2)C=2C=C(CCC(=O)OC3CC(N(C(C3)(C)C)OC)(C)C)C=C(C2O)C(C)(C)C)C=C1 (1-Methoxy-2,2,6,6-tetramethylpiperidin-4-yl 3-(5-Chlorobenzotriazol-2-yl)-5-tert-butyl-4-hydroxyhydrocinnamate). RXN SMILES: [Cl:1][C:2]1[CH:26]=[CH:25][C:5]2=[N:6][N:7]([C:9]3[CH:10]=[C:11]([CH:17]=[C:18]([C:21]([CH3:24])([CH3:23])[CH3:22])[C:19]=3[OH:20])[CH2:12][CH2:13][C:14]([OH:16])=[O:15])[N:8]=[C:4]2[CH:3]=1.[CH3:27][O:28][N:29]1[C:34]([CH3:36])([CH3:35])[CH2:33][CH:32](O)[CH2:31][C:30]1([CH3:39])[CH3:38]>>[Cl:1][C:2]1[CH:26]=[CH:25][C:5]2=[N:6][N:7]([C:9]3[CH:10]=[C:11]([CH:17]=[C:18]([C:21]([CH3:22])([CH3:23])[CH3:24])[C:19]=3[OH:20])[CH2:12][CH2:13][C:14]([O:16][CH:32]3[CH2:33][C:34]([CH3:35])([CH3:36])[N:29]([O:28][CH3:27])[C:30]([CH3:39])([CH3:38])[CH2:31]3)=[O:15])[N:8]=[C:4]2[CH:3]=1. Reported procedure: 3-(5-Chlorobenzotriazol-2-yl)-5-tert-butyl-4-hydroxyhydrocinnamic acid (12.0 g, 0.032 mol) and 1-methoxy-2,2,6,6-tetramethyl-4-hydroxypiperidine (6.66 g, 0.036 mol) are reacted together according to the procedure given in Example 3. The title compound is obtained in a yield of 8.79 g (50.5%) as a light yellow solid, melting at 132-137° C., whose structure is consistent with 1Hnmr and mass spectrometry. The compound has a molar absorptivity of 17,210 l/mole cm.